Dataset: the Open Reaction Database (ORD), a public repository of structured organic reaction records. Task: describe an organic reaction: reactants, conditions, products, and yield The reactants are CNCC(O)c1ccccn1, CCN(C(C)C)C(C)C, Cn1cc(C(=O)NCc2ccc(Cl)cc2)c(=O)c2sc(CCl)cc21, CN(C)C=O, O. Yields the product CN(Cc1cc2c(s1)c(=O)c(C(=O)NCc1ccc(Cl)cc1)cn2C)CC(O)c1ccccn1. Reaction SMILES: [CH3:25][NH:26][CH2:27][CH:28]([OH:29])[c:30]1[n:31][cH:32][cH:33][cH:34][cH:35]1.[CH:36]([N:37]([CH:38]([CH3:39])[CH3:40])[CH2:41][CH3:42])([CH3:43])[CH3:44].[Cl:1][c:2]1[cH:3][cH:4][c:5]([CH2:6][NH:7][C:8](=[O:9])[c:10]2[c:11](=[O:22])[c:12]3[c:13]([n:14]([CH3:16])[cH:15]2)[cH:17][c:18]([CH2:20][Cl:21])[s:19]3)[cH:23][cH:24]1.[O:45]=[CH:46][N:47]([CH3:48])[CH3:49].[OH2:50]>>[Cl:1][c:2]1[cH:3][cH:4][c:5]([CH2:6][NH:7][C:8](=[O:9])[c:10]2[c:11](=[O:22])[c:12]3[c:13]([n:14]([CH3:16])[cH:15]2)[cH:17][c:18]([CH2:20][N:26]([CH3:25])[CH2:27][CH:28]([OH:29])[c:30]2[n:31][cH:32][cH:33][cH:34][cH:35]2)[s:19]3)[cH:23][cH:24]1. The reactants are Cc1nc2c(n1-c1ccc(C(=O)O)cc1C(F)(F)F)CCC2, CN(C)C=O, CCN(C(C)C)C(C)C, CC(N)c1nc2cc(Cl)ccc2[nH]1, Cl. The product is Cc1nc2c(n1-c1ccc(C(=O)NC(C)c3nc4cc(Cl)ccc4[nH]3)cc1C(F)(F)F)CCC2. As a reaction SMILES: [CH3:1][c:2]1[n:3][c:4]2[c:5]([n:6]1-[c:7]1[c:8]([C:16]([F:17])([F:18])[F:19])[cH:9][c:10]([C:11](=[O:12])[OH:13])[cH:14][cH:15]1)[CH2:20][CH2:21][CH2:22]2.[CH3:46][N:47]([CH3:48])[CH:49]=[O:50].[CH:23]([N:24]([CH:25]([CH3:26])[CH3:27])[CH2:28][CH3:29])([CH3:30])[CH3:31].[Cl:32][c:33]1[cH:34][c:35]2[c:36]([nH:37][c:38]([CH:40]([CH3:41])[NH2:42])[n:39]2)[cH:43][cH:44]1.[Cl:45]>>[CH3:1][c:2]1[n:3][c:4]2[c:5]([n:6]1-[c:7]1[c:8]([C:16]([F:17])([F:18])[F:19])[cH:9][c:10]([C:11](=[O:13])[NH:42][CH:40]([c:38]3[nH:37][c:36]4[c:35]([cH:34][c:33]([Cl:32])[cH:44][cH:43]4)[n:39]3)[CH3:41])[cH:14][cH:15]1)[CH2:20][CH2:21][CH2:22]2. Starting materials: anhydrous liquid, N (ammonia), ClC1=C(C=CC=C1)S(=O)(=O)N=C=O (2-chlorobenzenesulfonyl isocyanate). Run in C1(=CC=CC=C1)C (toluene). Reaction conditions: temperature 0 celsius. The product is NC(=O)NS(=O)(=O)C1=C(C=CC=C1)Cl (N-(Aminocarbonyl)-2-chlorobenzenesulfonamide). Reaction SMILES: [Cl:1][C:2]1[CH:7]=[CH:6][CH:5]=[CH:4][C:3]=1[S:8]([N:11]=[C:12]=[O:13])(=[O:10])=[O:9].[NH3:14]>C1(C)C=CC=CC=1>[NH2:14][C:12]([NH:11][S:8]([C:3]1[CH:4]=[CH:5][CH:6]=[CH:7][C:2]=1[Cl:1])(=[O:10])=[O:9])=[O:13]. Procedure: A solution of 314 g of 2-chlorobenzenesulfonyl isocyanate in 2 L of toluene was cooled to 0° C. and treated with 27 g of anhydrous liquid ammonia, added dropwise at a rate that maintained the temperature around 0° C. After the addition was complete, the reaction mixture was allowed to warm to room temperature. The solids were collected by filtration, and washed with hexane and acetonitrile. The yield of N-(aminocarbonyl)-2-chlorobenzenesulfonamide was 313 g as a white solid, m.p. 160°-163° C.; I...